From a dataset of the Open Reaction Database (ORD), a public repository of structured organic reaction records. describe an organic reaction: reactants, conditions, products, and yield Starting materials: Cl, N#CO[K], O, NCCS(=O)CC(O)CO. Product: NC(=O)NCCS(=O)CC(O)CO. Reaction SMILES: [ClH:5].[K:1][O:2][C:3]#[N:4].[OH2:16].[OH:6][CH:7]([CH2:8][S:9](=[O:10])[CH2:11][CH2:12][NH2:13])[CH2:14][OH:15]>>[O:2]=[C:3]([NH2:4])[NH:13][CH2:12][CH2:11][S:9]([CH2:8][CH:7]([OH:6])[CH2:14][OH:15])=[O:10]. Reactants: ClC1=CC=C2C(=CNC2=C1)C(=O)N1CCC(CC1)C1=CC=CC=2CCOC21 ((6-chloro-1H-indol-3-yl)-[4-(2,3-dihydro-benzofuran-7-yl)-piperidin-1-yl]-methanone), ClCCNC ((2-chloro-ethyl)-methyl-amine). The product is ClC1=CC=C2C(=CN(C2=C1)CCNC)C(=O)N1CCC(CC1)C1=CC=CC=2CCOC21 ([6-Chloro-1-(2-methylamino-ethyl)-1H-indol-3-yl]-[4-(2,3-dihydro-benzofuran-7-yl)-piperidin-1-yl]-methanone). As a reaction SMILES: [Cl:1][C:2]1[CH:10]=[C:9]2[C:5]([C:6]([C:11]([N:13]3[CH2:18][CH2:17][CH:16]([C:19]4[C:27]5[O:26][CH2:25][CH2:24][C:23]=5[CH:22]=[CH:21][CH:20]=4)[CH2:15][CH2:14]3)=[O:12])=[CH:7][NH:8]2)=[CH:4][CH:3]=1.Cl[CH2:29][CH2:30][NH:31][CH3:32]>>[Cl:1][C:2]1[CH:10]=[C:9]2[C:5]([C:6]([C:11]([N:13]3[CH2:14][CH2:15][CH:16]([C:19]4[C:27]5[O:26][CH2:25][CH2:24][C:23]=5[CH:22]=[CH:21][CH:20]=4)[CH2:17][CH2:18]3)=[O:12])=[CH:7][N:8]2[CH2:29][CH2:30][NH:31][CH3:32])=[CH:4][CH:3]=1. Procedure details: Following general procedure II, the alkylation of (6-chloro-1H-indol-3-yl)-[4-(2,3-dihydro-benzofuran-7-yl)-piperidin-1-yl]-methanone (preparation described herein), with (commercially available) (2-chloro-ethyl)-methyl-amine gave the title compound. The reactants are BrCC(=O)N1CCSC2=C(C1)C=CC=C2 (4-bromoacetyl-2,3,4,5-tetrahydro-1,4-benzothiazepine), S(=O)(=O)(Cl)Cl (sulfuryl chloride), compound, CC(C)=CCC\C(\C)=C\CO (geraniol). The reagents and catalysts are [Cl-].[Zn+2].[Cl-] (zinc chloride). Product: BrCC(=O)N1CC(SC2=C(C1)C=CC=C2)OC\C=C(/C)\CCC=C(C)C (4-bromoacetyl-2-geranyloxy-2,3,4,5-tetrahydro-1,4-benzothiazepine). The yield is 24.6%. Reaction SMILES: [Br:1][CH2:2][C:3]([N:5]1[CH2:11][C:10]2[CH:12]=[CH:13][CH:14]=[CH:15][C:9]=2[S:8][CH2:7][CH2:6]1)=[O:4].S(Cl)(Cl)(=O)=O.[CH3:21][C:22](=[CH:24][CH2:25][CH2:26]/[C:27](=[CH:29]/[CH2:30][OH:31])/[CH3:28])[CH3:23]>[Cl-].[Zn+2].[Cl-]>[Br:1][CH2:2][C:3]([N:5]1[CH2:11][C:10]2[CH:12]=[CH:13][CH:14]=[CH:15][C:9]=2[S:8][CH:7]([O:31][CH2:30]/[CH:29]=[C:27](/[CH2:26][CH2:25][CH:24]=[C:22]([CH3:23])[CH3:21])\[CH3:28])[CH2:6]1)=[O:4] |f:3.4.5|. Procedure details: The above-mentioned 4-bromoacetyl-2,3,4,5-tetrahydro-1,4-benzothiazepine (2.5 g) and sulfuryl chloride (1.5 g) were reacted in the same manner as in Experimental Example 7 to give 4-bromoacetyl-2-chloro-2,3,4,5-tetrahydro-1,4-benzothiazepmne (1.4 g). This compound (0.30 g), geraniol (0.30 g) and zinc chloride (0.26 g) were reacted in the same manner as in Experimental Example 9 to give 4-bromoacetyl-2-geranyloxy-2,3,4,5-tetrahydro-1,4-benzothiazepine (0.21 g). Then, this compound (0.21 g), 4-ben... Reactants: c1cc(OCC2CO2)ccc1CCOCC1CCC1, NCCn1nnc2cc(C3=NNC(=O)CC3)ccc21. Yields the product O=C1CCC(c2ccc3c(c2)nnn3CCNCC(O)COc2ccc(CCOCC3CCC3)cc2)=NN1. RXN SMILES: [CH:1]1([CH2:5][O:6][CH2:7][CH2:8][c:9]2[cH:10][cH:11][c:12]([O:13][CH2:14][CH:15]3[CH2:16][O:17]3)[cH:18][cH:19]2)[CH2:2][CH2:3][CH2:4]1.[NH2:20][CH2:21][CH2:22][n:23]1[n:24][n:25][c:26]2[c:27]1[cH:28][cH:29][c:30]([C:32]1=[N:37][NH:36][C:35](=[O:38])[CH2:34][CH2:33]1)[cH:31]2>>[CH:1]1([CH2:5][O:6][CH2:7][CH2:8][c:9]2[cH:10][cH:11][c:12]([O:13][CH2:14][CH:15]([CH2:16][NH:20][CH2:21][CH2:22][n:23]3[n:24][n:25][c:26]4[c:27]3[cH:28][cH:29][c:30]([C:32]3=[N:37][NH:36][C:35](=[O:38])[CH2:34][CH2:33]3)[cH:31]4)[OH:17])[cH:18][cH:19]2)[CH2:2][CH2:3][CH2:4]1. The reactants are CN1CCCC1=O, O=[N+]([O-])c1ccc(Cl)nc1, [H-], [Na+], O, Oc1cccc2cc[nH]c12. Yields the product c1ccc2[nH]ccc2c1. RXN SMILES: [CH3:24][N:25]1[CH2:26][CH2:27][CH2:28][C:29]1=[O:30].[Cl:13][c:14]1[cH:15][cH:16][c:17]([N+:18]([O-:19])=[O:20])[cH:21][n:22]1.[H-:2].[Na+:1].[OH2:23].[OH:3][c:4]1[cH:5][cH:6][cH:7][c:8]2[cH:9][cH:10][nH:11][c:12]12>>[cH:4]1[cH:5][cH:6][cH:7][c:8]2[cH:9][cH:10][nH:11][c:12]12.